Task: describe an organic reaction: reactants, conditions, products, and yield. Dataset: the Open Reaction Database (ORD), a public repository of structured organic reaction records Starting materials: ClCCOC=1C=C(C(=O)OC)C=CC1 (methyl 3-(2-chloroethoxy)benzoate), CC(C)([O-])C.[K+] (potassium tert-butoxide). Run in C1CCOC1 (THF). Reaction conditions: time 8 hour. Product: C(=C)OC=1C=C(C(=O)OC)C=CC1 (methyl 3-(vinyloxy)benzoate). RXN SMILES: Cl[CH2:2][CH2:3][O:4][C:5]1[CH:6]=[C:7]([CH:12]=[CH:13][CH:14]=1)[C:8]([O:10][CH3:11])=[O:9].CC(C)([O-])C.[K+]>C1COCC1>[CH:3]([O:4][C:5]1[CH:6]=[C:7]([CH:12]=[CH:13][CH:14]=1)[C:8]([O:10][CH3:11])=[O:9])=[CH2:2] |f:1.2|. Procedure details: To a 0° C. solution of methyl 3-(2-chloroethoxy)benzoate (5.61 g, 26.1 mmol) in THF (50 mL) was added potassium tert-butoxide (3.67 g, 32.7 mmol). When the addition was complete the reaction was allowed to warm to rt. After stirring at rt overnight the reaction was quenched with water. The solution was extracted with diethyl ether (three times), dried over MgSO4, and concentrated under vacuum. Purification by silica gel chromatography afforded the desired product. Reactants: C(C)OC(=O)[C@H]1[C@@H](C1)C1=CC=C(C=C1)OC(C)(C)C ((1R,2R)-2-(4-tert-Butoxy-phenyl)-cyclopropanecarboxylic acid ethyl ester), FC(C(=O)O)(F)F (trifluoroacetic acid). Reaction conditions: time 5 minute. Yields the product C(C)OC(=O)[C@H]1[C@@H](C1)C1=CC=C(C=C1)O ((1R,2R)-2-(4-Hydroxy-phenyl)-cyclopropanecarboxylic acid ethyl ester). Isolated yield 66.8%. RXN SMILES: [CH2:1]([O:3][C:4]([C@@H:6]1[CH2:8][C@H:7]1[C:9]1[CH:14]=[CH:13][C:12]([O:15]C(C)(C)C)=[CH:11][CH:10]=1)=[O:5])[CH3:2].FC(F)(F)C(O)=O>>[CH2:1]([O:3][C:4]([C@@H:6]1[CH2:8][C@H:7]1[C:9]1[CH:10]=[CH:11][C:12]([OH:15])=[CH:13][CH:14]=1)=[O:5])[CH3:2]. Procedure details: (1R,2R)-2-(4-tert-Butoxy-phenyl)-cyclopropanecarboxylic acid ethyl ester (5.9 g, 22.5 mmol) is cooled to 0° C. and trifluoroacetic acid (14 mL, 182.5 mmol) is added. The mixture is stirred for 5 minutes and then concentrated under vacuum. The residue is reevaporated 3 times from dichloromethane then purified by flash chromatography (0-10% ethyl acetate in cyclohexane) to give the title compound (yield 3.10 g).